This data is from the Open Reaction Database (ORD), a public repository of structured organic reaction records. The task is: describe an organic reaction: reactants, conditions, products, and yield Starting materials: O=C([O-])[O-], COc1ccnc2c1ccc1c(OC)ccnc12, CS(C)=O, O=c1cc(O)c(Cl)c[nH]1, Cl, [Cu]I, N#Cc1ccc(I)cc1F, [K+], [K+], O. Yields the product N#Cc1ccc(-n2cc(Cl)c(O)cc2=O)cc1F. As a reaction SMILES: [C:38](=[O:39])([O-:40])[O-:41].[CH3:20][O:21][c:22]1[c:23]2[c:24]([c:25]3[c:26]([cH:27][cH:28]2)[c:29]([O:30][CH3:31])[cH:32][cH:33][n:34]3)[n:35][cH:36][cH:37]1.[CH3:44][S:45]([CH3:46])=[O:47].[Cl:11][c:12]1[c:13]([OH:19])[cH:14][c:15](=[O:18])[nH:16][cH:17]1.[ClH:49].[Cu:50][I:51].[F:1][c:2]1[c:3]([C:4]#[N:5])[cH:6][cH:7][c:8]([I:10])[cH:9]1.[K+:42].[K+:43].[OH2:48]>>[F:1][c:2]1[c:3]([C:4]#[N:5])[cH:6][cH:7][c:8](-[n:16]2[c:15](=[O:18])[cH:14][c:13]([OH:19])[c:12]([Cl:11])[cH:17]2)[cH:9]1.